Dataset: the Open Reaction Database (ORD), a public repository of structured organic reaction records. Task: describe an organic reaction: reactants, conditions, products, and yield Starting materials: C(C)(=O)N1CC(C=2C=C3C(=CC12)OCO3)CCBr (5-acetyl-6,7-dihydro-7-(2-bromoethyl)-5H-1,3-dioxolo[4,5-f]indole), C1(=CC=CC=C1)C1CCNCC1 (4-phenylpiperidine). The solvent is C1(=CC=CC=C1)C (toluene). Yields the product C(C)(=O)N1CC(C=2C=C3C(=CC12)OCO3)CCN3CCC(CC3)C3=CC=CC=C3 (5-acetyl-6,7-dihydro-7-[2-(4-phenylpiperidino)-ethyl]-5H-1,3-dioxolo[4,5-f]indole). Reaction SMILES: [C:1]([N:4]1[C:12]2[CH:11]=[C:10]3[O:13][CH2:14][O:15][C:9]3=[CH:8][C:7]=2[CH:6]([CH2:16][CH2:17]Br)[CH2:5]1)(=[O:3])[CH3:2].[C:19]1([CH:25]2[CH2:30][CH2:29][NH:28][CH2:27][CH2:26]2)[CH:24]=[CH:23][CH:22]=[CH:21][CH:20]=1>C1(C)C=CC=CC=1>[C:1]([N:4]1[C:12]2[CH:11]=[C:10]3[O:13][CH2:14][O:15][C:9]3=[CH:8][C:7]=2[CH:6]([CH2:16][CH2:17][N:28]2[CH2:29][CH2:30][CH:25]([C:19]3[CH:24]=[CH:23][CH:22]=[CH:21][CH:20]=3)[CH2:26][CH2:27]2)[CH2:5]1)(=[O:3])[CH3:2]. Reported procedure: A solution of 580 mg. (18.6 mmol) of 5-acetyl-6,7-dihydro-7-(2-bromoethyl)-5H-1,3-dioxolo[4,5-f]indole and 600 mg. (37.2 mmol) of 4-phenylpiperidine in 30 ml. of toluene is heated at reflux temperature for 18 hours. The solvent is removed, and the residue is extracted with diethyl ether (2 × 25 ml.), and the solid is removed by filtration. The filtrate is evaporated to give a residue that crystallizes on trituration with petroleum ether. The material is recrystallized from dilute acetone to give... Reactants: [OH-].[Li+] (Lithium hydroxide), [Si](C)(C)(C(C)(C)C)O[C@H](C1CCN(CC1)C1=CC=C(C(=O)OCC)C=C1)C1=C(C=CC=C1)C1=CC=C(C=C1)Cl ((R)-ethyl 4-(4-((tert-butyldimethylsilyloxy)(4′-chlorobiphenyl-2-yl)methyl)piperidin-1-yl)benzoate), [Si](C)(C)(C(C)(C)C)O[C@H](C1CCN(CC1)C1=CC=C(C(=O)OCC)C=C1)C1=C(C=CC=C1)C1=CC=C(C=C1)Cl ((R)-ethyl 4-(4-((tert-butyldimethylsilyloxy)(4′-chlorobiphenyl-2-yl)methyl)piperidin-1-yl)benzoate). The solvent is C1CCOC1 (THF), CO (MeOH), O (water). Conditions: time 8 hour. Yields the product [Si](C)(C)(C(C)(C)C)O[C@H](C1CCN(CC1)C1=CC=C(C(=O)O)C=C1)C1=C(C=CC=C1)C1=CC=C(C=C1)Cl ((R)-4-(4-((tert-Butyldimethylsilyloxy)(4′-chlorobiphenyl-2-yl)methyl)piperidin-1-yl)benzoic acid). Isolated yield 89.1%. Reaction SMILES: [OH-].[Li+].[Si:3]([O:10][C@@H:11]([C:29]1[CH:34]=[CH:33][CH:32]=[CH:31][C:30]=1[C:35]1[CH:40]=[CH:39][C:38]([Cl:41])=[CH:37][CH:36]=1)[CH:12]1[CH2:17][CH2:16][N:15]([C:18]2[CH:28]=[CH:27][C:21]([C:22]([O:24]CC)=[O:23])=[CH:20][CH:19]=2)[CH2:14][CH2:13]1)([C:6]([CH3:9])([CH3:8])[CH3:7])([CH3:5])[CH3:4]>C1COCC1.CO.O>[Si:3]([O:10][C@@H:11]([C:29]1[CH:34]=[CH:33][CH:32]=[CH:31][C:30]=1[C:35]1[CH:40]=[CH:39][C:38]([Cl:41])=[CH:37][CH:36]=1)[CH:12]1[CH2:13][CH2:14][N:15]([C:18]2[CH:28]=[CH:27][C:21]([C:22]([OH:24])=[O:23])=[CH:20][CH:19]=2)[CH2:16][CH2:17]1)([C:6]([CH3:9])([CH3:8])[CH3:7])([CH3:5])[CH3:4] |f:0.1|. Reported procedure: Lithium hydroxide (1.42 g, 59.29 mmol) was added to a mixture of (R)-ethyl 4-(4-((tert-butyldimethylsilyloxy)(4′-chlorobiphenyl-2-yl)methyl)piperidin-1-yl)benzoate (INTERMEDIATE 12, 3.83 g, 6.78 mmol) in THF (27 ml), MeOH (9 ml) and water (1 ml). The resulting mixture was stirred at room temperature overnight and then the volatiles were removed under reduced pressure. The concentrate was purified by column chromatography (ISCO, 80 g silica column, eluting with 0→80% EtOAc/hexanes) to give the ti... Reactants: OCC=1C=C(C=CC1)C1(C2=CC=CC=C2C=2C=CC=CC12)C1=CC(=CC=C1)CO (9,9-bis-(3-hydroxymethylphenyl)-9H-fluorene), C(Cl)Cl (DCM), S(=O)(Cl)Cl (thionyl chloride), ClCCl (dichloromethane). Product: ClCC=1C=C(C=CC1)C1(C2=CC=CC=C2C=2C=CC=CC12)C1=CC(=CC=C1)CCl (9,9-Bis(3-chloromethylphenyl)-9H-fluorene). Reaction SMILES: O[CH2:2][C:3]1[CH:4]=[C:5]([C:9]2([C:22]3[CH:27]=[CH:26][CH:25]=[C:24](CO)[CH:23]=3)[C:21]3[CH:20]=[CH:19][CH:18]=[CH:17][C:16]=3[C:15]3[C:10]2=[CH:11][CH:12]=[CH:13][CH:14]=3)[CH:6]=[CH:7][CH:8]=1.S(Cl)([Cl:32])=O.[CH2:34]([Cl:36])Cl>>[Cl:32][CH2:2][C:3]1[CH:4]=[C:5]([C:9]2([C:22]3[CH:27]=[CH:26][CH:25]=[C:24]([CH2:34][Cl:36])[CH:23]=3)[C:21]3[CH:20]=[CH:19][CH:18]=[CH:17][C:16]=3[C:15]3[C:10]2=[CH:11][CH:12]=[CH:13][CH:14]=3)[CH:6]=[CH:7][CH:8]=1. Procedure details: 20.0 g (52.9 mmol) of 9,9-bis-(3-hydroxymethylphenyl)-9H-fluorene are dissolved in 300 ml of DCM. A mixture of 16.0 ml of thionyl chloride in 100 ml of dichloromethane is added dropwise to the solution, and the mixture is subsequently stirred at room temperature until the evolution of gas is complete. The solution is washed three times with 200 ml of sat. sodium hydrogencarbonate solution each time and twice with 200 ml of water each time and then dried over magnesium sulfate. The oily residue o... The reactants are C(C)(C)(C)OC(=O)N1CCC(CC1)C(N)=O (4-carbamoylpiperidine-1-carboxylic acid tert-butyl ester), C1(=CC=CC=C1)P(C1=CC=CC=C1)C1=CC=CC=C1 (triphenylphosphine). Run in O1CCCC1 (tetrahydrofuran), C(Cl)(Cl)(Cl)Cl (carbon tetrachloride). The product is C(C)(C)(C)OC(=O)N1CCC(CC1)C#N (4-Cyanopiperidine-1-carboxylic Acid tert-Butyl Ester). The yield is 67.9%. As a reaction SMILES: [C:1]([O:5][C:6]([N:8]1[CH2:13][CH2:12][CH:11]([C:14](=O)[NH2:15])[CH2:10][CH2:9]1)=[O:7])([CH3:4])([CH3:3])[CH3:2].C1(P(C2C=CC=CC=2)C2C=CC=CC=2)C=CC=CC=1>O1CCCC1.C(Cl)(Cl)(Cl)Cl>[C:1]([O:5][C:6]([N:8]1[CH2:13][CH2:12][CH:11]([C:14]#[N:15])[CH2:10][CH2:9]1)=[O:7])([CH3:4])([CH3:2])[CH3:3]. Reported procedure: To a solution of 4-carbamoylpiperidine-1-carboxylic acid tert-butyl ester (5.6 g) in a mixture of tetrahydrofuran (110 ml) and carbon tetrachloride (90 ml) was added triphenylphosphine (24.4 g), and the mixture was stirred under reflux for 1.5 hours. After completion of the reaction, the reaction mixture was filtrated and the solvent was evaporated. The obtained residue was purified by silica gel column chromatography (hexane:ethyl acetate=3:1) and dried under reduced pressure to give the title ... Reactants: NC(=O)C1CCN(Cc2ccccc2)CC1, CN(C)C=O, O=P(Cl)(Cl)Cl. The product is N#CC1CCN(Cc2ccccc2)CC1. As a reaction SMILES: [CH2:1]([c:2]1[cH:3][cH:4][cH:5][cH:6][cH:7]1)[N:8]1[CH2:9][CH2:10][CH:11]([C:14](=[O:15])[NH2:16])[CH2:12][CH2:13]1.[CH3:22][N:23]([CH3:24])[CH:25]=[O:26].[P:17]([Cl:18])([Cl:19])([Cl:20])=[O:21]>>[CH2:1]([c:2]1[cH:3][cH:4][cH:5][cH:6][cH:7]1)[N:8]1[CH2:9][CH2:10][CH:11]([C:14]#[N:16])[CH2:12][CH2:13]1. Reactants: FC(CCNC1=C(N)C=C(C=C1)C=1OC2=C(N1)C=CC=C2)(F)F (2-(2-(3,3,3-trifluoropropyl)aminoanilin-5-yl)benzoxazole), Cl.C(C)(OC)=N (methyl acetimidate hydrochloride), C(O)([O-])=O.[Na+] (sodium hydrogen carbonate). Solvent: CO (methanol). Product: O1C(=NC2=C1C=CC=C2)C2=CC1=C(N(C(=N1)C)CCC(F)(F)F)C=C2 (5-(benzoxazol-2-yl)-2-methyl-1-(3,3,3-trifluoropropyl)benzimidazole). Yield: 77.8%. Reaction SMILES: [F:1][C:2]([F:23])([F:22])[CH2:3][CH2:4][NH:5][C:6]1[CH:12]=[CH:11][C:10]([C:13]2[O:14][C:15]3[CH:21]=[CH:20][CH:19]=[CH:18][C:16]=3[N:17]=2)=[CH:9][C:7]=1[NH2:8].Cl.[C:25](=N)(OC)[CH3:26].C(=O)([O-])O.[Na+]>CO>[O:14]1[C:15]2[CH:21]=[CH:20][CH:19]=[CH:18][C:16]=2[N:17]=[C:13]1[C:10]1[CH:11]=[CH:12][C:6]2[N:5]([CH2:4][CH2:3][C:2]([F:1])([F:22])[F:23])[C:25]([CH3:26])=[N:8][C:7]=2[CH:9]=1 |f:1.2,3.4|. Reported procedure: To a methanol (5 mL) solution of 2-(2-(3,3,3-trifluoropropyl)aminoanilin-5-yl)benzoxazole (see Working Example 85-1) (300 mg, 0.93 mmol) was added methyl acetimidate hydrochloride (120 mg, 1.11 mmol), and this was heated to reflux for 3 hours. After the reaction was complete, saturated aqueous sodium hydrogen carbonate solution was added, and this was extracted with chloroform. The organic layer obtained was dried over anhydrous sodium sulfate, after which it was filtered and concentrated to yie... Starting materials: C(=O)(O)[O-].[Na+] (NaHCO3), C(C)OC(CC1=CN=C2N1C=C(C=C2)C=O)=O ((6-Formyl-imidazo[1,2-a]pyridin-3-yl)-acetic acid ethyl ester), CNC (dimethylamine), stainless steel, C(#N)[BH3-].[Na+] (sodium cyanoborohydride). The solvent is O (water), C1CCOC1 (THF), CO (MeOH), C(C)(=O)O (acetic acid). Run at temperature 60 celsius, time 1 hour. Product: C(C)OC(CC1=CN=C2N1C=C(C=C2)CN(C)C)=O ((6-Dimethylaminomethyl-imidazo[1,2-a]pyridin-3-yl)-acetic acid ethyl ester). Yield: 29.0%. RXN SMILES: [CH2:1]([O:3][C:4](=[O:17])[CH2:5][C:6]1[N:10]2[CH:11]=[C:12]([CH:15]=O)[CH:13]=[CH:14][C:9]2=[N:8][CH:7]=1)[CH3:2].[CH3:18][NH:19][CH3:20].C([BH3-])#N.[Na+].C([O-])(O)=O.[Na+]>C1COCC1.CO.C(O)(=O)C.O>[CH2:1]([O:3][C:4](=[O:17])[CH2:5][C:6]1[N:10]2[CH:11]=[C:12]([CH2:15][N:19]([CH3:20])[CH3:18])[CH:13]=[CH:14][C:9]2=[N:8][CH:7]=1)[CH3:2] |f:2.3,4.5|. Reported procedure: (6-Formyl-imidazo[1,2-a]pyridin-3-yl)-acetic acid ethyl ester (770 mg, 3.15 mmol) is dissolved in THF (10 ml) and treated with an excess of dimethylamine. The reaction mixture is stirred for 16 hours at room temperature in a stainless steel autoclave. A solution of sodium cyanoborohydride (229 mg, 3.46 mmol, 1.1 equiv) in MeOH (1.0 ml) and glacial acetic acid (1.1 ml) are added, and the solution is stirred for 1 hour at 60° C. The reaction mixture is diluted with water and adjusted to pH 8-9 by ...